describe an organic reaction: reactants, conditions, products, and yield From a dataset of the Open Reaction Database (ORD), a public repository of structured organic reaction records. Starting materials: N#Cc1ccc(CBr)c(F)c1, Oc1cc(Cl)ccc1-c1nc2cc(F)c(F)cc2n1CC1CCCCO1. The product is N#Cc1ccc(COc2cc(Cl)ccc2-c2nc3cc(F)c(F)cc3n2CC2CCCCO2)c(F)c1. As a reaction SMILES: [Br:27][CH2:28][c:29]1[c:30]([F:37])[cH:31][c:32]([C:33]#[N:34])[cH:35][cH:36]1.[Cl:1][c:2]1[cH:3][cH:4][c:5](-[c:9]2[n:10][c:11]3[c:12]([n:13]2[CH2:14][CH:15]2[O:16][CH2:17][CH2:18][CH2:19][CH2:20]2)[cH:21][c:22]([F:26])[c:23]([F:25])[cH:24]3)[c:6]([OH:8])[cH:7]1>>[Cl:1][c:2]1[cH:3][cH:4][c:5](-[c:9]2[n:10][c:11]3[c:12]([n:13]2[CH2:14][CH:15]2[O:16][CH2:17][CH2:18][CH2:19][CH2:20]2)[cH:21][c:22]([F:26])[c:23]([F:25])[cH:24]3)[c:6]([O:8][CH2:28][c:29]2[c:30]([F:37])[cH:31][c:32]([C:33]#[N:34])[cH:35][cH:36]2)[cH:7]1. Procedure details: A solution of 2.4 g (0.01 mole) of 2,2',4,4'-tetrahydroxybenzophenone and 5 g (0.04 mole) of pivaloylchloride was warmed to 50° C. in 75 mls of dry pyridine for 2 hrs with a drying tube attached. The solvent was removed via rotary evaporator and the residue was partitioned between H2O and CH2Cl2 ; the organic layer was washed with dilute K2CO3 and dried over MgSO4. After removal of solvent via rotary evaporation, the title compound was crystallized from ethanol. 4 g. (69%) yield. M.P.~154°-156° ... Yields the product C(C(C)(C)C)(=O)OC1=C(C(=O)C2=C(C=C(C=C2)OC(C(C)(C)C)=O)OC(C(C)(C)C)=O)C=CC(=C1)OC(C(C)(C)C)=O (2,2',4,4'-tetrapivaloyloxybenzophenone). The solvent is N1=CC=CC=C1 (pyridine). Reactants: OC1=C(C(=O)C2=C(C=C(C=C2)O)O)C=CC(=C1)O (2,2',4,4'-tetrahydroxybenzophenone), C(C(C)(C)C)(=O)Cl (pivaloylchloride). RXN SMILES: [OH:1][C:2]1[CH:17]=[C:16]([OH:18])[CH:15]=[CH:14][C:3]=1[C:4]([C:6]1[CH:11]=[CH:10][C:9]([OH:12])=[CH:8][C:7]=1[OH:13])=[O:5].[C:19](Cl)(=[O:24])[C:20]([CH3:23])([CH3:22])[CH3:21]>N1C=CC=CC=1>[C:19]([O:1][C:2]1[CH:17]=[C:16]([O:18][C:19](=[O:24])[C:20]([CH3:23])([CH3:22])[CH3:21])[CH:15]=[CH:14][C:3]=1[C:4]([C:6]1[CH:11]=[CH:10][C:9]([O:12][C:19](=[O:24])[C:20]([CH3:23])([CH3:22])[CH3:21])=[CH:8][C:7]=1[O:13][C:19](=[O:24])[C:20]([CH3:23])([CH3:22])[CH3:21])=[O:5])(=[O:24])[C:20]([CH3:23])([CH3:22])[CH3:21]. Starting materials: C1=C(C=CC2=CC=CC=C12)O (β-naphthol), [OH-].[Na+] (caustic soda), O(C1=CC=CC=C1)CCOC1=CC=CC=C1 (1,2-diphenoxyethane). Reaction conditions: temperature 260 celsius. Yields the product OC1=CC2=CC=CC=C2C=C1C(=O)O (2-hydroxynaphthalene-3-carboxylic acid). Isolated yield 75.5%. RXN SMILES: [CH:1]1[C:10]2[C:5](=[CH:6][CH:7]=[CH:8][CH:9]=2)[CH:4]=[CH:3][C:2]=1[OH:11].[OH-:12].[Na+].O(CC[O:23][C:24]1C=CC=CC=1)C1C=CC=CC=1>>[OH:11][C:2]1[C:3]([C:24]([OH:23])=[O:12])=[CH:4][C:5]2[C:10](=[CH:9][CH:8]=[CH:7][CH:6]=2)[CH:1]=1 |f:1.2|. Procedure details: A stirred autoclave is charged with 1220 parts of β-naphthol, 620 parts of caustic soda solution (50% by weight strength) and 360 parts of 1,2-diphenoxyethane. The mixture is heated while stirring to an internal temperature of 260° C. and kept at this temperature for ten minutes as in Example 4. Residual moisture is removed from the autoclave within five minutes at 100 mm pressure; dehydration is practically complete. Carbon dioxide is then passed into the autoclave at an internal temperature of... Starting materials: ClC=1C=C(C=CC1OC)CCO (2-(3-chloro-4-methoxyphenyl)-ethanol), [N+](=O)([O-])C1=C(C=O)C=CC=C1 (nitrobenzaldehyde), C1=CC=CC=C1 (benzene). Reagents/catalysts: [Cl-].[Zn+2].[Cl-] (zinc chloride). The solvent is C(C)(=O)OCC (ethyl acetate). Product: ClC=1C=C2CCOC(C2=CC1OC)C1=CC=C(C=C1)[N+](=O)[O-] (6-chloro-7-methoxy-1-(4-nitrophenyl)-isochroman). Yield: 45.0%. Reaction SMILES: [Cl:1][C:2]1[CH:3]=[C:4]([CH2:10][CH2:11][OH:12])[CH:5]=[CH:6][C:7]=1[O:8][CH3:9].[N+:13]([C:16]1[CH:23]=[CH:22][CH:21]=[CH:20][C:17]=1C=O)([O-:15])=[O:14].[CH:24]1C=CC=CC=1>C(OCC)(=O)C.[Cl-].[Zn+2].[Cl-]>[Cl:1][C:2]1[CH:3]=[C:4]2[C:5](=[CH:6][C:7]=1[O:8][CH3:9])[CH:24]([C:21]1[CH:20]=[CH:17][C:16]([N+:13]([O-:15])=[O:14])=[CH:23][CH:22]=1)[O:12][CH2:11][CH2:10]2 |f:4.5.6|. Procedure details: Hydrogen chloride gas that is dried for 7 hours is introduced into a suspension of 15.70 g (72.0 mmol) of 2-(3-chloro-4-methoxyphenyl)-ethanol (L. S. Fosdick i.a., J. Am. Chem. Soc. 68 (1946), 840-843), 10.23 g (72.0 mmol) of nitrobenzaldehyde and 9.18 g (72 mmol) of freshly melted zinc chloride in anhydrous benzene (200 ml). Then, the reaction mixture is diluted with ethyl acetate and washed neutral with water, dried and concentrated by evaporation. The residue is recrystallized from ethyl acet...